This data is from the Open Reaction Database (ORD), a public repository of structured organic reaction records. The task is: describe an organic reaction: reactants, conditions, products, and yield Reactants: C1(CCCCC1)N(C(NC=1SC(=CN1)SCC(=O)O)=O)CCC1=CC=CC=C1 ([2-(3-cyclohexyl-3-phenethyl-ureido)-thiazol-5-ylsulfanyl]-acetic acid), CC(CCN)C (3-methylbutylamine), C1(CCCCC1)=O (cyclohexanone), C(C)OC(CC)=O (propionic acid ethyl ester). Yields the product C1(CCCCC1)N(C(NC=1SC(=CN1)SCCC(=O)O)=O)CCC(C)C (3-{2-[3-Cyclohexyl-3-(3-methyl-butyl)-ureido]-thiazol-5-ylsulfanyl}-propionic acid). As a reaction SMILES: [CH:1]1([N:7]([CH2:21][CH2:22][C:23]2[CH:28]=CC=C[CH:24]=2)[C:8](=[O:20])[NH:9][C:10]2[S:11][C:12]([S:15][CH2:16][C:17](O)=O)=[CH:13][N:14]=2)[CH2:6][CH2:5][CH2:4][CH2:3][CH2:2]1.CC(C)CCN.C1(=O)CCCCC1.C([O:44][C:45](=[O:48])CC)C>>[CH:1]1([N:7]([CH2:21][CH2:22][CH:23]([CH3:24])[CH3:28])[C:8](=[O:20])[NH:9][C:10]2[S:11][C:12]([S:15][CH2:16][CH2:17][C:45]([OH:48])=[O:44])=[CH:13][N:14]=2)[CH2:2][CH2:3][CH2:4][CH2:5][CH2:6]1. Procedure: Prepared as described for the synthesis of [2-(3-cyclohexyl-3-phenethyl-ureido)-thiazol-5-ylsulfanyl]-acetic acid, from 3-methylbutylamine, cyclohexanone and 2-amino-thiazol-5-ylsulfanyl)-propionic acid ethyl ester. The reactants are SCCNC(=C[N+](=O)[O-])NC (N-(2-mercaptoethyl)-N'-methyl-2-nitro-1,1-ethenediamine), SCCNC(=C[N+](=O)[O-])NC (N-(2-mercaptoethyl)-N'-methyl-2-nitro-1,1-ethenediamine), CN/C(=C\[N+](=O)[O-])/NCCSCC1=CSC(=N1)CN(C)C (nizatidine), ClCC=1N=C(SC1)CN(C)C (4-chloromethyl-2-dimethylaminomethylthiazole). Yields the product N-methyl-[N'-[2-(N"-methyl-2-nitro-1,1-ethenediamine)ethyldisulphanyl]ethyl]-2-nitro-1,1-ethenediamine, CNC=1C(SCCN1)=NO (3-methylamino-5,6-dihydro-[1,4]-thiazin-2-one oxime). RXN SMILES: [CH3:1][NH:2]/[C:3](/[NH:8][CH2:9][CH2:10][S:11]CC1N=C(CN(C)C)SC=1)=[CH:4]\[N+:5]([O-])=[O:6].ClCC1N=C(CN(C)C)SC=1.SCCNC(NC)=C[N+]([O-])=O>>[CH3:1][NH:2][C:3]1[C:4](=[N:5][OH:6])[S:11][CH2:10][CH2:9][N:8]=1. Procedure: The preparation of nizatidine by fusing 4-chloromethyl-2-dimethylaminomethylthiazole with N-(2-mercaptoethyl)-N'-methyl-2-nitro-1,1-ethenediamine has been suggested generically in EP 49618. However, we have found that N-(2-mercaptoethyl)-N'-methyl-2-nitro-1,1-ethenediamine cannot be isolated and stored. Our attempts to prepare this compound have always produced the disulphide, N-methyl-[N'-[2-(N"-methyl-2-nitro-1,1-ethenediamine)ethyldisulphanyl]ethyl]-2-nitro-1,1-ethenediamine and 3-methylamino... Reactants: S(=O)(=O)(O)C1=CC=C(C)C=C1.S(=O)(=O)(O)C1=CC=C(C)C=C1.OC[C@@H]1O[C@@H](CC1)CO (cis-2,5-bis(hydroxymethyl)-tetrahydrofuran ditosylate), C(C1=CC=CC=C1)OC(CN=C(C1=CC=CC=C1)C1=CC=CC=C1)=O (N-diphenylmethylene glycine benzyl ester), [H-].[Na+] (sodium hydride). Run in CN(C=O)C (N,N-dimethylformamide), CN(C=O)C (N,N-dimethylformamide), CN(C=O)C (N,N-dimethylformamide). Run at time 30 minute. The product is C(C1=CC=CC=C1)OC(=O)C1(CC2CCC(C1)O2)N=C(C2=CC=CC=C2)C2=CC=CC=C2 (3-(Benzhydrylideneamino)-8-oxabicyclo[3.2.1]octane-3-carboxylic acid benzyl ester). RXN SMILES: [H-].[Na+].[CH2:3]([O:10][C:11](=[O:27])[CH2:12][N:13]=[C:14]([C:21]1[CH:26]=[CH:25][CH:24]=[CH:23][CH:22]=1)[C:15]1[CH:20]=[CH:19][CH:18]=[CH:17][CH:16]=1)[C:4]1[CH:9]=[CH:8][CH:7]=[CH:6][CH:5]=1.S(C1C=CC(C)=CC=1)(O)(=O)=O.S(C1C=CC(C)=CC=1)(O)(=O)=O.O[CH2:51][C@H:52]1[CH2:56][CH2:55][C@@H:54]([CH2:57]O)[O:53]1>CN(C)C=O>[CH2:3]([O:10][C:11]([C:12]1([N:13]=[C:14]([C:21]2[CH:26]=[CH:25][CH:24]=[CH:23][CH:22]=2)[C:15]2[CH:16]=[CH:17][CH:18]=[CH:19][CH:20]=2)[CH2:57][CH:54]2[O:53][CH:52]([CH2:56][CH2:55]2)[CH2:51]1)=[O:27])[C:4]1[CH:5]=[CH:6][CH:7]=[CH:8][CH:9]=1 |f:0.1,3.4.5|. Procedure details: To a suspension of sodium hydride (0.41 grams, 17.1 mmole) in N,N-dimethylformamide (50 mL) at 0° C. is added dropwise a solution of N-diphenylmethylene glycine benzyl ester (7.8 mmole) in N,N-dimethylformamide (50 mL). After stirring for 30 minutes at room temperature, a solution of cis-2,5-bis(hydroxymethyl)-tetrahydrofuran ditosylate (4.1 grams, 9.3 mmole,)(prepared by literature methods such as those described in JOC, 47, 2429-2435 (1982)) in N,N-dimethylformamide (50 mL) is added dropwise. ... The reactants are [N+](=O)([O-])C=1C=CC(=NC1)NN (5-nitro-2-pyridylhydrazine), N1C(=NC=C1)C=O (2-imidazolecarbaldehyde), C(C)(=O)O (acetic acid). Run in C(C)O (ethanol). Conditions: time 8 hour. The product is [N+](=O)([O-])C=1C=CC(=NC1)NN=CC=1NC=CN1 (2-imidazolecarbaldehyde-(5-nitro-2-pyridyl)hydrazone). RXN SMILES: [N+:1]([C:4]1[CH:5]=[CH:6][C:7]([NH:10][NH2:11])=[N:8][CH:9]=1)([O-:3])=[O:2].[NH:12]1[CH:16]=[CH:15][N:14]=[C:13]1[CH:17]=O.C(O)(=O)C>C(O)C>[N+:1]([C:4]1[CH:5]=[CH:6][C:7]([NH:10][N:11]=[CH:17][C:13]2[NH:12][CH:16]=[CH:15][N:14]=2)=[N:8][CH:9]=1)([O-:3])=[O:2]. Procedure details: 3.10 g (20.1 mmol) of 5-nitro-2-pyridylhydrazine and 2.00 g (20.8 mmol) of 2-imidazolecarbaldehyde were dissolved in 50 ml of ethanol. To this mixture, 1 ml of acetic acid was added and heated under reflux for 2 hours while being stirred. After the resultant reaction mixture was allowed to stand still overnight, coarse crystals precipitated were filtrated by the suction-filtration. The obtained coarse crystals were recrystallized from a hot ethanol solution to obtain a desired product. The reactants are CN[C@@H]1CC[C@H](CC1)CCCCOS(=O)(=O)C (trans-Methanesulfonic acid 4-(4-methylamino-cyclohexyl)-butyl ester), CNCCC (methyl-propyl-amine), FC(C(=O)O)(F)F (trifluoro-acetic acid), FC(C1=CC=C(C=C1)S(=O)(=O)Cl)(F)F (4-trifluoromethyl-phenyl-sulfonylchloride). The product is CN(S(=O)(=O)C1=CC=C(C=C1)C(F)(F)F)[C@@H]1CC[C@H](CC1)CCCCN(CCC)C (trans-N-Methyl-N-{4-[4-(methyl-propyl-amino)-butyl]-cyclohexyl}-4-trifluoromethyl-benzenesulfonamide). Reaction SMILES: [CH3:1][NH:2][C@H:3]1[CH2:8][CH2:7][C@H:6]([CH2:9][CH2:10][CH2:11][CH2:12]OS(C)(=O)=O)[CH2:5][CH2:4]1.FC(F)(F)C(O)=O.[F:25][C:26]([F:38])([F:37])[C:27]1[CH:32]=[CH:31][C:30]([S:33](Cl)(=[O:35])=[O:34])=[CH:29][CH:28]=1.[CH3:39][NH:40][CH2:41][CH2:42][CH3:43]>>[CH3:1][N:2]([C@H:3]1[CH2:4][CH2:5][C@H:6]([CH2:9][CH2:10][CH2:11][CH2:12][N:40]([CH3:39])[CH2:41][CH2:42][CH3:43])[CH2:7][CH2:8]1)[S:33]([C:30]1[CH:31]=[CH:32][C:27]([C:26]([F:38])([F:37])[F:25])=[CH:28][CH:29]=1)(=[O:35])=[O:34]. Reported procedure: In analogy to examples 31.5 and 31.6, trans-Methanesulfonic acid 4-(4-methylamino-cyclohexyl)-butyl ester.trifluoro-acetic acid and 4-trifluoromethyl-phenyl-sulfonylchloride were reacted, followed by treatment with methyl-propyl-amine to give trans-N-Methyl-N-{4-[4-(methyl-propyl-amino)-butyl]-cyclohexyl}-4-trifluoromethyl-benzenesulfonamide, MS: 449 (MH+).